This data is from the Open Reaction Database (ORD), a public repository of structured organic reaction records. The task is: describe an organic reaction: reactants, conditions, products, and yield The reactants are COC(=O)CN1C(=O)C(NC(=O)OC(C)(C)C)C(c2ccccc2)Oc2ccccc21, ClCCl, O=C(O)C(F)(F)F. Yields the product COC(=O)CN1C(=O)C(N)C(c2ccccc2)Oc2ccccc21. As a reaction SMILES: [C:1]([O:2][C:3](=[O:4])[NH:8][CH:9]1[CH:10]([c:26]2[cH:27][cH:28][cH:29][cH:30][cH:31]2)[O:11][c:12]2[c:13]([cH:22][cH:23][cH:24][cH:25]2)[N:14]([CH2:17][C:18](=[O:19])[O:20][CH3:21])[C:15]1=[O:16])([CH3:5])([CH3:6])[CH3:7].[Cl:39][CH2:40][Cl:41].[OH:32][C:33]([C:34]([F:35])([F:36])[F:37])=[O:38]>>[NH2:8][CH:9]1[CH:10]([c:26]2[cH:27][cH:28][cH:29][cH:30][cH:31]2)[O:11][c:12]2[c:13]([cH:22][cH:23][cH:24][cH:25]2)[N:14]([CH2:17][C:18](=[O:19])[O:20][CH3:21])[C:15]1=[O:16].